This data is from the Open Reaction Database (ORD), a public repository of structured organic reaction records. The task is: describe an organic reaction: reactants, conditions, products, and yield Reactants: C(C1=CC=CC=C1)(=O)OC(C(=O)OC=1C=C(C=CC1OC(C(C)(OC(C1=CC=CC=C1)=O)C)=O)C[C@@H](C(=O)O)NC(=O)OC(C)(C)C)(C)C ((2S)-3-(3,4-bis((2-(benzoyloxy)-2-methylpropanoyl)oxy)phenyl)-2-((tert-butoxycarbonyl)amino)propanoic acid), C1(=CC=C(C=C1)S(=O)(=O)O)C (p-toluenesulfonic acid). The product is S(=O)(=O)(O)C1=CC=C(C)C=C1.N[C@H](C(=O)O)CC1=CC(=C(C=C1)OC(C(C)(OC(C1=CC=CC=C1)=O)C)=O)OC(C(C)(C)OC(C1=CC=CC=C1)=O)=O ((2S)-2-amino-3-(3,4-bis((2-(benzoyloxy)-2-methylpropanoyl)oxy)phenyl)propanoic acid tosylate). As a reaction SMILES: [C:1]([O:9][C:10]([CH3:49])([CH3:48])[C:11]([O:13][C:14]1[CH:15]=[C:16]([CH2:35][C@H:36]([NH:40]C(OC(C)(C)C)=O)[C:37]([OH:39])=[O:38])[CH:17]=[CH:18][C:19]=1[O:20][C:21](=[O:34])[C:22]([CH3:33])([O:24][C:25](=[O:32])[C:26]1[CH:31]=[CH:30][CH:29]=[CH:28][CH:27]=1)[CH3:23])=[O:12])(=[O:8])[C:2]1[CH:7]=[CH:6][CH:5]=[CH:4][CH:3]=1.[C:50]1([CH3:60])[CH:55]=[CH:54][C:53]([S:56]([OH:59])(=[O:58])=[O:57])=[CH:52][CH:51]=1>>[S:56]([C:53]1[CH:54]=[CH:55][C:50]([CH3:60])=[CH:51][CH:52]=1)([OH:59])(=[O:58])=[O:57].[NH2:40][C@@H:36]([CH2:35][C:16]1[CH:17]=[CH:18][C:19]([O:20][C:21](=[O:34])[C:22]([CH3:23])([O:24][C:25](=[O:32])[C:26]2[CH:31]=[CH:30][CH:29]=[CH:28][CH:27]=2)[CH3:33])=[C:14]([O:13][C:11](=[O:12])[C:10]([O:9][C:1](=[O:8])[C:2]2[CH:3]=[CH:4][CH:5]=[CH:6][CH:7]=2)([CH3:49])[CH3:48])[CH:15]=1)[C:37]([OH:39])=[O:38] |f:2.3|. Procedure details: (Method 1) a method in which after (2S)-3-(3,4-bis((2-(benzoyloxy)-2-methylpropanoyl)oxy)phenyl)-2-((tert-butoxycarbonyl)amino)propanoic acid is subjected to a deprotection reaction using p-toluenesulfonic acid, a solvate of (2S)-2-amino-3-(3,4-bis((2-(benzoyloxy)-2-methylpropanoyl)oxy)phenyl)propanoic acid tosylate is produced without performing an isolation operation, followed by drying by heating under reduced pressure, whereby a type A crystal is produced; and Reactants: FC(S(=O)(=O)OS(=O)(=O)C(F)(F)F)(F)F (trifluoromethanesulphonic anhydride), COC[C@H]1CN(C(O1)=O)C1=COC2=C1C=CC(=C2)O ((R)-5-(methoxymethyl)-3-(6-hydroxybenzofuran-3-yl)oxazolidin-2-one), Cl (hydrochloric acid). The solvent is N1=CC=CC=C1 (pyridine). Product: FC(S(=O)(=O)OC1=CC2=C(C(=CO2)N2C(O[C@H](C2)COC)=O)C=C1)(F)F ((R)-3-[5-(Methoxymethyl)-2-oxooxazolidin-3yl]benzofuran-6-yl trifluoromethanesulphonate). RXN SMILES: [F:1][C:2]([F:15])([F:14])[S:3]([O:6]S(C(F)(F)F)(=O)=O)(=[O:5])=[O:4].[CH3:16][O:17][CH2:18][C@@H:19]1[O:23][C:22](=[O:24])[N:21]([C:25]2[C:29]3[CH:30]=[CH:31][C:32](O)=[CH:33][C:28]=3[O:27][CH:26]=2)[CH2:20]1.Cl>N1C=CC=CC=1>[F:1][C:2]([F:15])([F:14])[S:3]([O:6][C:32]1[CH:31]=[CH:30][C:29]2[C:25]([N:21]3[CH2:20][C@H:19]([CH2:18][O:17][CH3:16])[O:23][C:22]3=[O:24])=[CH:26][O:27][C:28]=2[CH:33]=1)(=[O:5])=[O:4]. Procedure details: 5.8 ml (0.035 mol) of trifluoromethanesulphonic anhydride are added slowly to a solution, maintained at -20° C., of 7.6 g (0.029 mol) of (R)-5-(methoxymethyl)-3-(6-hydroxybenzofuran-3-yl)oxazolidin-2-one in 60 ml of pyridine. After returning to room temperature, the mixture is poured into ice and is brought to a pH of 6 by means of 2N hydrochloric acid. The product is then extracted with ethyl acetate, the solvent is evaporated under reduced pressure and the product is purified by chromatography... Starting materials: C(C)(C)(C)OC(=O)N1CCC2(C(N(C(N2)=O)CC2=CC=C(C=C2)OC)=O)CC1 (3-(4-methoxybenzyl)-2,4-dioxo-1,3,8-triazaspiro[4.5]decane-8-carboxylic acid tert-butyl ester), solution, O1CCOCC1.Cl (dioxane HCl). The solvent is O1CCOCC1 (dioxan). Conditions: time 2 hour. The product is Cl.COC1=CC=C(CN2C(NC3(C2=O)CCNCC3)=O)C=C1 (3-(4-Methoxybenzyl)-1,3,8-triaza-spiro[4.5]decane-2,4-dione hydrochloride). As a reaction SMILES: C(OC([N:8]1[CH2:28][CH2:27][C:11]2([NH:15][C:14](=[O:16])[N:13]([CH2:17][C:18]3[CH:23]=[CH:22][C:21]([O:24][CH3:25])=[CH:20][CH:19]=3)[C:12]2=[O:26])[CH2:10][CH2:9]1)=O)(C)(C)C.O1CCOCC1.[ClH:35]>O1CCOCC1>[ClH:35].[CH3:25][O:24][C:21]1[CH:20]=[CH:19][C:18]([CH2:17][N:13]2[C:12](=[O:26])[C:11]3([CH2:10][CH2:9][NH:8][CH2:28][CH2:27]3)[NH:15][C:14]2=[O:16])=[CH:23][CH:22]=1 |f:1.2,4.5|. Reported procedure: To 1.15 g (2.95 mmol) of 3-(4-methoxybenzyl)-2,4-dioxo-1,3,8-triazaspiro[4.5]decane-8-carboxylic acid tert-butyl ester was added 8 mL of dioxan and 6 mL of 4N solution of dioxane/HCl. The reaction mixture was stirred for 2 hours at room temperature and concentrated in vacuo. The crude was dissolved in a minimum of methanol and diethyl ether was added to obtain, after filtration, the 3-(4-methoxybenzyl)-1,3,8-triaza-spiro[4.5]decane-2,4-dione hydrochloride as a white solid (644 mg, 67%). The reactants are [Br-], FC(F)(F)c1cc(Br)c2[nH]cnc2c1, [C-]#N, [C-]#N, CN(C)C=O, [K+], O, [Zn+2]. Product: N#Cc1cc(C(F)(F)F)cc2nc[nH]c12. Reaction SMILES: [Br-:15].[Br:1][c:2]1[cH:3][c:4]([C:11]([F:12])([F:13])[F:14])[cH:5][c:6]2[c:7]1[nH:8][cH:9][n:10]2.[C-:23]#[N:24].[C-:26]#[N:27].[CH3:17][N:18]([CH3:19])[CH:20]=[O:21].[K+:16].[OH2:22].[Zn+2:25]>>[c:2]1([C:17]#[N:18])[cH:3][c:4]([C:11]([F:12])([F:13])[F:14])[cH:5][c:6]2[c:7]1[nH:8][cH:9][n:10]2. Run in C(C)O (ethanol). As a reaction SMILES: C([O:3][C:4]([CH2:6][O:7][C:8]1[CH:13]=[CH:12][C:11]([CH:14]([C:37]2[NH:41][N:40]=[N:39][N:38]=2)[CH2:15][CH2:16][CH2:17][CH2:18][CH2:19][O:20][C:21]2[CH:26]=[C:25]([OH:27])[C:24]([C:28]3[CH:33]=[CH:32][C:31]([F:34])=[CH:30][CH:29]=3)=[CH:23][C:22]=2[CH2:35][CH3:36])=[CH:10][CH:9]=1)=[O:5])C.C(=O)([O-])[O-].[Na+].[Na+].Cl>C(O)C>[C:4]([CH2:6][O:7][C:8]1[CH:13]=[CH:12][C:11]([CH:14]([C:37]2[NH:41][N:40]=[N:39][N:38]=2)[CH2:15][CH2:16][CH2:17][CH2:18][CH2:19][O:20][C:21]2[CH:26]=[C:25]([OH:27])[C:24]([C:28]3[CH:29]=[CH:30][C:31]([F:34])=[CH:32][CH:33]=3)=[CH:23][C:22]=2[CH2:35][CH3:36])=[CH:10][CH:9]=1)([OH:5])=[O:3] |f:1.2.3|. Product: C(=O)(O)COC1=CC=C(C=C1)C(CCCCCOC1=C(C=C(C(=C1)O)C1=CC=C(C=C1)F)CC)C1=NN=NN1 (1-(4-(Carboxymethoxy)phenyl)-1-(1H-tetrazol-5-yl)-6-(2-ethyl-4-(4-fluorophenyl)-5-hydroxyphenoxy)hexane). Reactants: Cl (hydrochloric acid), C(C)OC(=O)COC1=CC=C(C=C1)C(CCCCCOC1=C(C=C(C(=C1)O)C1=CC=C(C=C1)F)CC)C1=NN=NN1 (1-(4-(ethoxycarbonylmethoxy)phenyl)-1-(1H-tetrazol-5-yl)-6-(2-ethyl-4-(4-fluorophenyl)-5-hydroxyphenoxy)hexane), resultant solution, C([O-])([O-])=O.[Na+].[Na+] (sodium carbonate). Procedure: Crude 1-(4-(ethoxycarbonylmethoxy)phenyl)-1-(1H-tetrazol-5-yl)-6-(2-ethyl-4-(4-fluorophenyl)-5-hydroxyphenoxy)hexane (50 mg) was dissolved in ethanol (20 mL). 1M Aqueous sodium carbonate solution was added and the resultant solution stirred at room temperature for 3 hours. The pH of the solution was then adjusted to 2 using 1M hydrochloric acid and the solution extracted 5 times with chloroform. The combined chloroform extracts were dried with magnesium sulfate and evaporated to an oil which was... Reactants: C(C)(=O)OC(C)=O (acetic anhydride), ClC1=C(C=CC(=C1Cl)C(CC1=CC=C(C=C1)Br)=O)OC (2,3-dichloro-4-(4-bromophenyl)acetyl anisole), ice water. The solvent is CN(C)CN(C)C (bis-dimethylaminomethane). Reaction conditions: temperature 25 celsius, time 1 hour. The product is ClC1=C(C=CC(=C1Cl)OC)C(C(=C)C1=CC=C(C=C1)Br)=O (2',3'-Dichloro-4'-methoxy-2-(4-bromophenyl)acrylophenone). RXN SMILES: [Cl:1][C:2]1[C:7]([Cl:8])=[C:6]([C:9](=[O:18])[CH2:10][C:11]2[CH:16]=[CH:15][C:14]([Br:17])=[CH:13][CH:12]=2)[CH:5]=[CH:4][C:3]=1[O:19][CH3:20].[C:21](OC(=O)C)(=O)C>CN(CN(C)C)C>[Cl:8][C:7]1[C:2]([Cl:1])=[C:3]([O:19][CH3:20])[CH:4]=[CH:5][C:6]=1[C:9](=[O:18])[C:10]([C:11]1[CH:16]=[CH:15][C:14]([Br:17])=[CH:13][CH:12]=1)=[CH2:21]. Procedure details: To a suspension of 2,3-dichloro-4-(4-bromophenyl)acetyl anisole (142.5 g., 0.38 mole) in bis-dimethylaminomethane (325 ml.) under nitrogen is added dropwise acetic anhydride (325 ml.) with cooling to maintain the reaction mixture temperature below 40° C. The reaction mixture is stirred at 25° C. for one hour, then poured into crushed ice-water (4 l.) to precipitate 143 g. of 2',3'-dichloro-4'-methoxy-2-(4-bromophenyl)acrylophenone which melts at 110°-116° C. after crystallization from benzene:he... The reactants are FCP(C1=CC=CC=C1)(C1=CC=CC=C1)C1=CC=CC=C1.F[B-](F)(F)F (fluoromethyl-triphenylphosphine tetrafluoroborate), C(C)(C)(C)[O-].[K+] (potassium tert-butanolate), C(CC(O)(C(=O)O)CC(=O)O)(=O)O (citric acid), C(C)N(C(=O)N[C@@H]1CN([C@@H]2CC3=C(NC4=CC=CC([C@H]2C1)=C34)C=O)CCC)CC (1,1-diethyl-3-(2-formyl-6-n-propyl-8α-ergolinyl)-urea). Run in O1CCOCC1 (dioxane), O1CCOCC1 (dioxane). Reaction conditions: time 30 minute. The product is C(C)(C)OC(C)C.CO (diisopropyl ether methanol), fluorovinyl. Isolated yield 48.0%. Reaction SMILES: [C:1]([O-:5])([CH3:4])([CH3:3])C.[K+].FCP(C1C=CC=CC=1)(C1C=CC=CC=1)[C:10]1[CH:15]=CC=C[CH:11]=1.F[B-](F)(F)F.C(N(CC)[C:36](N[C@H]1C[C@H]2[C@@H](CC3C4C(=CC=CC2=4)NC=3C=O)N(CCC)C1)=[O:37])C.C(O)(=O)CC(CC(O)=O)(C(O)=O)O>O1CCOCC1>[CH:1]([O:5][CH:10]([CH3:15])[CH3:11])([CH3:4])[CH3:3].[CH3:36][OH:37] |f:0.1,2.3,7.8|. Procedure details: 1.58 g (14 mmol) of potassium tert-butanolate was added in three portions in 2-3 minute intervals to a suspension of 5.35 g (14 mmol) of fluoromethyl-triphenylphosphine-tetrafluoroborate (Burton, D. J., Wiemers, D. M., J. Fluor. Chem. 27, 85 (1984)) in 120 ml of dry dioxane was instilled. It was allowed to stir for 30 minutes at room temperature and then a solution of 560 mg (1.4 mmol) of 1,1-diethyl-3-(2-formyl-6-n-propyl-8α-ergolinyl)-urea in 15 ml of dioxane was instilled. After 30 minutes (T... The reactants are COC1=C(\C=C/C(=O)OC)C=C(C=C1)C (methyl cis-2-methoxy-5-methylcinnamate), BrN1C(CCC1=O)=O (N-bromosuccinimide). The solvent is C(Cl)(Cl)(Cl)Cl (carbon tetrachloride). Yields the product COC1=C(/C=C/C(=O)OC)C=C(C=C1)CBr (Methyl trans-2-methoxy-5-bromomethylcinnamate). Reaction SMILES: [CH3:1][O:2][C:3]1[CH:14]=[CH:13][C:12]([CH3:15])=[CH:11][C:4]=1/[CH:5]=[CH:6]\[C:7]([O:9][CH3:10])=[O:8].[Br:16]N1C(=O)CCC1=O>C(Cl)(Cl)(Cl)Cl>[CH3:1][O:2][C:3]1[CH:14]=[CH:13][C:12]([CH2:15][Br:16])=[CH:11][C:4]=1/[CH:5]=[CH:6]/[C:7]([O:9][CH3:10])=[O:8]. Procedure details: As described in step b. of Example 16 methyl cis-2-methoxy-5-methylcinnamate was treated with N-bromosuccinimide in carbon tetrachloride to provide the oily title compound which was purified by chromatography on silica gel with ether/hexane: NMR in CDCl3 (δ units) 3.76 and 3.83 (singlet, 3); 4.43 (singlet, 2); 6.47 and 7.92 (doublet, J=16 Hz, 1); 6.83 (doublet, J=9 Hz, 1); 7.65 (multiplet, 2). Reactants: CSCCO, COc1ccc(C(C)C)cc1-c1ccc(C(F)(F)F)cc1CN(Cc1cc(C(F)(F)F)cc(C(F)(F)F)c1)c1nn[nH]n1, CCOC(=O)N=NC(=O)OCC, C1CCOC1, O, c1ccc(P(c2ccccc2)c2ccccc2)cc1, Cc1ccccc1. Product: COc1ccc(C(C)C)cc1-c1ccc(C(F)(F)F)cc1CN(Cc1cc(C(F)(F)F)cc(C(F)(F)F)c1)c1nnn(CCSC)n1. RXN SMILES: [CH3:63][S:64][CH2:65][CH2:66][OH:67].[F:1][C:2]([c:3]1[cH:4][c:5]([CH2:6][N:7]([c:8]2[n:9][n:10][nH:11][n:12]2)[CH2:13][c:14]2[c:15](-[c:24]3[c:25]([O:33][CH3:34])[cH:26][cH:27][c:28]([CH:30]([CH3:31])[CH3:32])[cH:29]3)[cH:16][cH:17][c:18]([C:20]([F:21])([F:22])[F:23])[cH:19]2)[cH:35][c:36]([C:38]([F:39])([F:40])[F:41])[cH:37]1)([F:42])[F:43].[N:75]([C:76]([O:77][CH2:78][CH3:79])=[O:80])=[N:81][C:82]([O:83][CH2:84][CH3:85])=[O:86].[O:87]1[CH2:88][CH2:89][CH2:90][CH2:91]1.[OH2:92].[c:44]1([P:45]([c:46]2[cH:47][cH:48][cH:49][cH:50][cH:51]2)[c:52]2[cH:53][cH:54][cH:55][cH:56][cH:57]2)[cH:58][cH:59][cH:60][cH:61][cH:62]1.[c:68]1([CH3:69])[cH:70][cH:71][cH:72][cH:73][cH:74]1>>[F:1][C:2]([c:3]1[cH:4][c:5]([CH2:6][N:7]([c:8]2[n:9][n:10][n:11]([CH2:66][CH2:65][S:64][CH3:63])[n:12]2)[CH2:13][c:14]2[c:15](-[c:24]3[c:25]([O:33][CH3:34])[cH:26][cH:27][c:28]([CH:30]([CH3:31])[CH3:32])[cH:29]3)[cH:16][cH:17][c:18]([C:20]([F:21])([F:22])[F:23])[cH:19]2)[cH:35][c:36]([C:38]([F:39])([F:40])[F:41])[cH:37]1)([F:42])[F:43]. Starting materials: COCC(=O)C1=CC=C(C#N)C=C1 (4-(2-methoxyacetoyl)benzonitrile), C(C)(C)(C)OC(CN)=O (glycine tert-butyl ester), C=O (paraformaldehyde), C(#N)[BH3-].[Na+] (sodium cyanoborohydride), C(#N)[BH3-].[Na+] (Sodium cyanoborohydride), C(C)(=O)O (acetic acid). The solvent is C(Cl)Cl.CO (DCM MeOH), C(Cl)Cl (DCM), O (water). Conditions: time 18 hour. Yields the product C(#N)C1=CC=C(C=C1)C(COC)N(CC(=O)OC(C)(C)C)C (tert-butyl 2-((1-(4-cyanophenyl)-2-methoxyethyl)(methyl)amino)acetate). As a reaction SMILES: [CH3:1][O:2][CH2:3][C:4]([C:6]1[CH:13]=[CH:12][C:9]([C:10]#[N:11])=[CH:8][CH:7]=1)=O.[C:14]([O:18][C:19](=[O:22])[CH2:20][NH2:21])([CH3:17])([CH3:16])[CH3:15].[C:23]([BH3-])#N.[Na+].C(O)(=O)C.C=O>C(Cl)Cl.CO.C(Cl)Cl.O>[C:10]([C:9]1[CH:12]=[CH:13][C:6]([CH:4]([N:21]([CH3:23])[CH2:20][C:19]([O:18][C:14]([CH3:17])([CH3:16])[CH3:15])=[O:22])[CH2:3][O:2][CH3:1])=[CH:7][CH:8]=1)#[N:11] |f:2.3,6.7|. Reported procedure: A solution of 4-(2-methoxyacetoyl)benzonitrile (0.338 g; 1.93 mmol) and glycine tert-butyl ester (0.382 mg; 2.90 mmol) in DCM/MeOH (1:1; 10 mL) was stirred at ambient temperature for 1 hour. Sodium cyanoborohydride (0.182 g; 2.90 mmol) and acetic acid (0.166 mL; 2.90 mmol) were added to the reaction mixture and the mixture stirred for 18 hours. Aqueous paraformaldehyde (0.787 mL) and sodium cyanoborohydride (0.182 g; 2.90 mmol) were added and the reaction mixture stirred for a further 72 hours. ...